Dataset: the Open Reaction Database (ORD), a public repository of structured organic reaction records. Task: describe an organic reaction: reactants, conditions, products, and yield The reactants are CN1CCCC1=O, CN1CCc2[nH]c3ccc(Cl)cc3c2C1, C=Cc1cnc(C(F)(F)F)nc1, [K+], [OH-]. The product is CN1CCc2c(c3cc(Cl)ccc3n2CCc2cnc(C(F)(F)F)nc2)C1. RXN SMILES: [CH3:30][N:31]1[CH2:32][CH2:33][CH2:34][C:35]1=[O:36].[Cl:1][c:2]1[cH:3][c:4]2[c:5]3[c:6]([nH:7][c:8]2[cH:9][cH:10]1)[CH2:11][CH2:12][N:13]([CH3:15])[CH2:14]3.[F:16][C:17]([c:18]1[n:19][cH:20][c:21]([CH:24]=[CH2:25])[cH:22][n:23]1)([F:26])[F:27].[K+:29].[OH-:28]>>[Cl:1][c:2]1[cH:3][c:4]2[c:5]3[c:6]([n:7]([CH2:25][CH2:24][c:21]4[cH:20][n:19][c:18]([C:17]([F:16])([F:26])[F:27])[n:23][cH:22]4)[c:8]2[cH:9][cH:10]1)[CH2:11][CH2:12][N:13]([CH3:15])[CH2:14]3. Starting materials: CCOC(C)=O, C1CCCCC1, COC(=O)c1cc(F)c(C(F)(F)F)cc1[N+](=O)[O-], [H-], [Na+], C1CCOC1, O, Oc1cccnc1. The product is COC(=O)c1cc(Oc2cccnc2)c(C(F)(F)F)cc1[N+](=O)[O-]. As a reaction SMILES: [C:34]([O:35][CH2:36][CH3:37])(=[O:38])[CH3:39].[CH2:28]1[CH2:29][CH2:30][CH2:31][CH2:32][CH2:33]1.[CH3:10][O:11][C:12]([c:13]1[c:14]([N+:24](=[O:25])[O-:26])[cH:15][c:16]([C:20]([F:21])([F:22])[F:23])[c:17]([F:19])[cH:18]1)=[O:27].[H-:1].[Na+:2].[O:40]1[CH2:41][CH2:42][CH2:43][CH2:44]1.[OH2:45].[OH:3][c:4]1[cH:5][n:6][cH:7][cH:8][cH:9]1>>[O:3]([c:4]1[cH:5][n:6][cH:7][cH:8][cH:9]1)[c:17]1[c:16]([C:20]([F:21])([F:22])[F:23])[cH:15][c:14]([N+:24](=[O:25])[O-:26])[c:13]([C:12]([O:11][CH3:10])=[O:27])[cH:18]1. The reactants are S(=O)([O-])S(=O)[O-].[Na+].[Na+] (sodium dithionite), C(=O)O (formic acid), ClC1=CC=C(C=C1)CNC=1N(C=2N(C(C1N=O)=O)CCN2)CC(C)C (7-[(4-Chlorophenyl)Methyl]Amino-2,3-Dihydro-8-(2-Methylpropyl)-6-Nitrosoimidazo[1,2-a]Pyrimidin-5(8H)-One). Conditions: time 1 hour. Yields the product ClC1=CC=C(C=C1)CNC=1N(C=2N(C(C1NC=O)=O)CCN2)CC(C)C (7-[(4-Chlorophenyl)Methyl]Amino-6-Formylamino-2,3-Dihydro-8-(2-Methylpropyl)Imidazo[1,2-a]Pyrimidin-5(8H)-One). Reaction SMILES: [Cl:1][C:2]1[CH:7]=[CH:6][C:5]([CH2:8][NH:9][C:10]2[N:11]([CH2:22][CH:23]([CH3:25])[CH3:24])[C:12]3[N:13]([CH2:19][CH2:20][N:21]=3)[C:14](=[O:18])[C:15]=2[N:16]=O)=[CH:4][CH:3]=1.S(S([O-])=O)([O-])=O.[Na+].[Na+].[CH:34](O)=[O:35]>>[Cl:1][C:2]1[CH:7]=[CH:6][C:5]([CH2:8][NH:9][C:10]2[N:11]([CH2:22][CH:23]([CH3:25])[CH3:24])[C:12]3[N:13]([CH2:19][CH2:20][N:21]=3)[C:14](=[O:18])[C:15]=2[NH:16][CH:34]=[O:35])=[CH:4][CH:3]=1 |f:1.2.3|. Reported procedure: To a stirred solution of the nitroso compound of Procedure 87 (0.1 mol) in 200 ml. formic acid, sodium dithionite (0.25 mol) is added portionwise. After one hour, the reaction mixture is concentrated in vacuo, the residue dissolved in water and filtered. The filtrate is made basic with concentrated aqueous ammonia, and the product collected. Reactants: COC(=O)c1ccc(CCc2cc(Br)ccc2OCc2ccccc2)nc1Cl, C[O-], CO, [Na+]. Product: COC(=O)c1ccc(CCc2cc(Br)ccc2OCc2ccccc2)nc1OC. As a reaction SMILES: [CH2:1]([c:2]1[cH:3][cH:4][cH:5][cH:6][cH:7]1)[O:8][c:9]1[c:10]([CH2:11][CH2:12][c:13]2[cH:14][cH:15][c:16]([C:20](=[O:21])[O:22][CH3:23])[c:17]([Cl:19])[n:18]2)[cH:24][c:25]([Br:28])[cH:26][cH:27]1.[CH3:29][O-:30].[CH3:32][OH:33].[Na+:31]>>[CH2:1]([c:2]1[cH:3][cH:4][cH:5][cH:6][cH:7]1)[O:8][c:9]1[c:10]([CH2:11][CH2:12][c:13]2[cH:14][cH:15][c:16]([C:20](=[O:21])[O:22][CH3:23])[c:17]([O:30][CH3:29])[n:18]2)[cH:24][c:25]([Br:28])[cH:26][cH:27]1. The reactants are C1COCCO1, O=[Mn]=O, Clc1cc2[nH]c(Cc3cccc(Br)c3)nc2cc1-c1ccc(-c2ccccc2)cc1. Product: O=C(c1cccc(Br)c1)c1nc2cc(-c3ccc(-c4ccccc4)cc3)c(Cl)cc2[nH]1. As a reaction SMILES: [O:31]1[CH2:32][CH2:33][O:34][CH2:35][CH2:36]1.[O:37]=[Mn:38]=[O:39].[c:1]1(-[c:25]2[cH:26][cH:27][cH:28][cH:29][cH:30]2)[cH:2][cH:3][c:4](-[c:7]2[cH:8][c:9]3[c:10]([nH:11][c:12]([CH2:14][c:15]4[cH:16][c:17]([Br:21])[cH:18][cH:19][cH:20]4)[n:13]3)[cH:22][c:23]2[Cl:24])[cH:5][cH:6]1>>[c:1]1(-[c:25]2[cH:26][cH:27][cH:28][cH:29][cH:30]2)[cH:2][cH:3][c:4](-[c:7]2[cH:8][c:9]3[c:10]([nH:11][c:12]([C:14]([c:15]4[cH:16][c:17]([Br:21])[cH:18][cH:19][cH:20]4)=[O:31])[n:13]3)[cH:22][c:23]2[Cl:24])[cH:5][cH:6]1. Reactants: N(=O)[O-].[Na+] (sodium nitrite), [N-]=[N+]=[N-].[Na+] (sodium azide), NC=1C=C(C=CC1)CCC1=CC2=C(N(C3=C(N(C2=O)C)C=CC(=N3)Cl)CC)N=C1 (8-[2-(3-Aminophenyl)ethyl]-2-chloro-5,11-dihydro-11-ethyl-5-methyl-6H-dipyrido[3,2-b:2',3'-e][1,4]diazepin-6-one). The solvent is O (water), O (Water), O (water), Cl (hydrochloric acid). Run at temperature 0 celsius, time 20 minute. Product: N(=[N+]=[N-])C=1C=C(C=CC1)CCC1=CC2=C(N(C3=C(N(C2=O)C)C=CC(=N3)Cl)CC)N=C1 (8-[2-(3-Azidophenyl)ethyl]-2chloro-5,11-dihydro-11ethyl-5methyl-6H-dipyrido[3,2-b:2',3'-e][1,4]diazepin-6-one). Yield: 72.6%. RXN SMILES: [NH2:1][C:2]1[CH:3]=[C:4]([CH2:8][CH2:9][C:10]2[CH:29]=[N:28][C:13]3[N:14]([CH2:26][CH3:27])[C:15]4[N:24]=[C:23]([Cl:25])[CH:22]=[CH:21][C:16]=4[N:17]([CH3:20])[C:18](=[O:19])[C:12]=3[CH:11]=2)[CH:5]=[CH:6][CH:7]=1.N([O-])=O.[Na+].[N-:34]=[N+:35]=[N-].[Na+]>Cl.O>[N:1]([C:2]1[CH:3]=[C:4]([CH2:8][CH2:9][C:10]2[CH:29]=[N:28][C:13]3[N:14]([CH2:26][CH3:27])[C:15]4[N:24]=[C:23]([Cl:25])[CH:22]=[CH:21][C:16]=4[N:17]([CH3:20])[C:18](=[O:19])[C:12]=3[CH:11]=2)[CH:5]=[CH:6][CH:7]=1)=[N+:34]=[N-:35] |f:1.2,3.4|. Procedure: 8-[2-(3-Aminophenyl)ethyl]-2-chloro-5,11-dihydro-11-ethyl-5-methyl-6H-dipyrido[3,2-b:2',3'-e][1,4]diazepin-6-one (0.22 g, 0.54 mmol) was dissolved in 0.55 mL of concentrated hydrochloric acid. Water (2.8 mL) was added and the solution was cooled to 0° C. producing a precipitate. A solution of sodium nitrite (0.19 g, 2.75 mmol) in 8 mL of water was added dropwise. After 20 min, a solution of sodium azide (0.27 g, 4.15 mmol) in 3 mL of water was added in the dark. After 15 min, the product was ext... The reactants are NC1=CC=C(C=C1)CCNC(OC(C)(C)C)=O (t-butyl 2-(4-aminophenyl)ethylcarbamate), C(C1=CC=CC=C1)NC=1SC=C(N1)CC(=O)O ((2-benzylaminothiazol-4-yl)acetic acid). Yields the product C(C1=CC=CC=C1)NC=1SC=C(N1)CC(=O)NC1=CC=C(C=C1)CCNC(OC(C)(C)C)=O (t-butyl [2-[4-[2-(2-benzylaminothiazol-4-yl)acetylamino]phenyl]ethyl]carbamate). Procedure: 960 mg of t-butyl 2-(4-aminophenyl)ethylcarbamate and (2-benzylaminothiazol-4-yl)acetic acid were subjected to an amidation reaction to obtain 500 mg of t-butyl [2-[4-[2-(2-benzylaminothiazol-4-yl)acetylamino]phenyl]ethyl]carbamate. RXN SMILES: [NH2:1][C:2]1[CH:7]=[CH:6][C:5]([CH2:8][CH2:9][NH:10][C:11](=[O:17])[O:12][C:13]([CH3:16])([CH3:15])[CH3:14])=[CH:4][CH:3]=1.[CH2:18]([NH:25][C:26]1[S:27][CH:28]=[C:29]([CH2:31][C:32](O)=[O:33])[N:30]=1)[C:19]1[CH:24]=[CH:23][CH:22]=[CH:21][CH:20]=1>>[CH2:18]([NH:25][C:26]1[S:27][CH:28]=[C:29]([CH2:31][C:32]([NH:1][C:2]2[CH:3]=[CH:4][C:5]([CH2:8][CH2:9][NH:10][C:11](=[O:17])[O:12][C:13]([CH3:14])([CH3:16])[CH3:15])=[CH:6][CH:7]=2)=[O:33])[N:30]=1)[C:19]1[CH:24]=[CH:23][CH:22]=[CH:21][CH:20]=1. Starting materials: O=C([O-])[O-], COc1cc(O)c(C=O)cc1-c1cc2c(cc1C)C(C)(C)CCC2(C)C, COS(=O)(=O)OC, CC(C)=O, [K+], [K+]. The product is COc1cc(OC)c(-c2cc3c(cc2C)C(C)(C)CCC3(C)C)cc1C=O. RXN SMILES: [C:34](=[O:35])([O-:36])[O-:37].[CH3:1][c:2]1[c:3](-[c:16]2[cH:17][c:18]([CH:19]=[O:20])[c:21]([OH:26])[cH:22][c:23]2[O:24][CH3:25])[cH:4][c:5]2[c:10]([cH:11]1)[C:9]([CH3:12])([CH3:13])[CH2:8][CH2:7][C:6]2([CH3:14])[CH3:15].[CH3:27][O:28][S:29]([O:30][CH3:31])(=[O:32])=[O:33].[CH3:40][C:41](=[O:42])[CH3:43].[K+:38].[K+:39]>>[CH3:1][c:2]1[c:3](-[c:16]2[cH:17][c:18]([CH:19]=[O:20])[c:21]([O:26][CH3:27])[cH:22][c:23]2[O:24][CH3:25])[cH:4][c:5]2[c:10]([cH:11]1)[C:9]([CH3:12])([CH3:13])[CH2:8][CH2:7][C:6]2([CH3:14])[CH3:15]. Starting materials: CC1=CC=CC(=C1NC(=O)C2=CN=C(S2)NC=3C=C(N=C(N3)C)N4CCN(CC4)CCO)Cl.C(C)(C)[O-] (Dasatinib i-propanolate). Run in C(C)(C)O.O (i-PrOH—H2O). Conditions: temperature 70 celsius, time 20 minute. Yields the product CC1=CC=CC(=C1NC(=O)C2=CN=C(S2)NC=3C=C(N=C(N3)C)N4CCN(CC4)CCO)Cl (Dasatinib). As a reaction SMILES: [CH3:1][C:2]1[C:7]([NH:8][C:9]([C:11]2[S:15][C:14]([NH:16][C:17]3[CH:18]=[C:19]([N:24]4[CH2:29][CH2:28][N:27]([CH2:30][CH2:31][OH:32])[CH2:26][CH2:25]4)[N:20]=[C:21]([CH3:23])[N:22]=3)=[N:13][CH:12]=2)=[O:10])=[C:6]([Cl:33])[CH:5]=[CH:4][CH:3]=1.C([O-])(C)C>C(O)(C)C.O>[CH3:1][C:2]1[C:7]([NH:8][C:9]([C:11]2[S:15][C:14]([NH:16][C:17]3[CH:18]=[C:19]([N:24]4[CH2:29][CH2:28][N:27]([CH2:30][CH2:31][OH:32])[CH2:26][CH2:25]4)[N:20]=[C:21]([CH3:23])[N:22]=3)=[N:13][CH:12]=2)=[O:10])=[C:6]([Cl:33])[CH:5]=[CH:4][CH:3]=1 |f:0.1,2.3|. Reported procedure: Dasatinib (form A3, 3.50 g) was dissolved in a mixture of i-PrOH—H2O 30:8 (in 140 ml) under reflux. The solution was slowly cooled to about 70° C. The product started to crystallized at 65-70° C. Temperature was kept at this value for about 20 min then it was decreased to 50° C. and kept for 15 min. The mixture was slowly cooled to room temperature and stirred at room temperature for 1 h. The product was filtered off, washed with i-PrOH (2×) and dried under reduced pressure at 50° C. for 3 h. Yi...